Dataset: the Open Reaction Database (ORD), a public repository of structured organic reaction records. Task: describe an organic reaction: reactants, conditions, products, and yield The reactants are C(#N)C1=CC=C(C=C1)N1C[C@H](CCC1)N[C@H]1[C@@H](CCCC1)NC(CC1=CN(C2=CC=CC=C12)C)=O (N-((1R,2R)-2-((S)-1-(4-Cyanophenyl)piperidin-3-ylamino)cyclohexyl)-2-(1-methyl-1H-indol-3-yl)acetamide), C(#N)C1=CC=C(C=C1)N1C[C@H](CCC1)N[C@H]1[C@@H](CCCC1)NC(CC1=CN(C2=CC=CC=C12)C)=O (N-((1R,2R)-2-((S)-1-(4-Cyanophenyl)piperidin-3-ylamino)cyclohexyl)-2-(1-methyl-1H-indol-3-yl)acetamide), C(OCC1=CC=C(C=C1)OC(F)(F)F)(=O)Cl (4-(trifluoromethoxy)benzyl carbonochloridate). Product: C(#N)C1=CC=C(C=C1)N1C[C@H](CCC1)N[C@H]1[C@@H](CCCC1)NC(OCC1=CC=C(C=C1)OC(F)(F)F)=O (4-(Trifluoromethoxy)benzyl (1R,2R)-2-((S)-1-(4-cyanophenyl)piperidin-3-ylamino)cyclohexylcarbamate). Reaction SMILES: [C:1]([C:3]1[CH:8]=[CH:7][C:6]([N:9]2[CH2:14][CH2:13][CH2:12][C@H:11]([NH:15][C@@H:16]3[CH2:21][CH2:20][CH2:19][CH2:18][C@H:17]3[NH:22]C(=O)CC3C4C(=CC=CC=4)N(C)C=3)[CH2:10]2)=[CH:5][CH:4]=1)#[N:2].[C:36](Cl)(=[O:50])[O:37][CH2:38][C:39]1[CH:44]=[CH:43][C:42]([O:45][C:46]([F:49])([F:48])[F:47])=[CH:41][CH:40]=1>>[C:1]([C:3]1[CH:8]=[CH:7][C:6]([N:9]2[CH2:14][CH2:13][CH2:12][C@H:11]([NH:15][C@@H:16]3[CH2:21][CH2:20][CH2:19][CH2:18][C@H:17]3[NH:22][C:36](=[O:50])[O:37][CH2:38][C:39]3[CH:44]=[CH:43][C:42]([O:45][C:46]([F:49])([F:48])[F:47])=[CH:41][CH:40]=3)[CH2:10]2)=[CH:5][CH:4]=1)#[N:2]. Procedure: 4-(Trifluoromethoxy)benzyl (1R,2R)-2-((S)-1-(4-cyanophenyl)piperidin-3-ylamino)cyclohexylcarbamate was synthesized using 4-((S)-3-((1R,2R)-2-aminocyclohexylamino)piperidin-1-yl)benzonitrile (from intermediate D, Example 10) (50 mg, 0.17 mmol) and 4-(trifluoromethoxy)benzyl carbonochloridate (65.8 mg, 0.18 mmol) according to General Procedure H to give 30 mg (34.7%) of light brown solid. Anal. Calcd. for C27H31F3N4O3 m/z 516.2, found: 517.2 (M+H)+; 1H NMR (400 MHz, DMSO-d6) δ ppm 7.54 (d, J=8.8 H... The reactants are BrC=1C=C(COCC2(CCN(CC2)C(=O)OC(C)(C)C)C2=CC=CC=C2)C=C(C1)F (tert-Butyl 4-((3-bromo-5-fluorobenzyloxy)methyl)-4-phenylpiperidine-1-carboxylate), C(#N)C1=CC=C(C=C1)B(O)O (4-cyanophenylboronic acid). Reagents/catalysts: [Pd].C1(=CC=CC=C1)P(C1=CC=CC=C1)C1=CC=CC=C1.C1(=CC=CC=C1)P(C1=CC=CC=C1)C1=CC=CC=C1.C1(=CC=CC=C1)P(C1=CC=CC=C1)C1=CC=CC=C1.C1(=CC=CC=C1)P(C1=CC=CC=C1)C1=CC=CC=C1 (tetrakis(triphenylphosphine) palladium(0)). The solvent is O1CCCC1 (tetrahydrofuran). Run at temperature 120 celsius. Yields the product FC=1C=C(C=C(C1)COCC1(CCNCC1)C1=CC=CC=C1)C1=CC=C(C=C1)C#N (3′-Fluoro-5′-(((4-phenylpiperidin-4-yl)methoxy)methyl)biphenyl-4-carbonitrile). RXN SMILES: Br[C:2]1[CH:3]=[C:4]([CH:27]=[C:28]([F:30])[CH:29]=1)[CH2:5][O:6][CH2:7][C:8]1([C:21]2[CH:26]=[CH:25][CH:24]=[CH:23][CH:22]=2)[CH2:13][CH2:12][N:11](C(OC(C)(C)C)=O)[CH2:10][CH2:9]1.[C:31]([C:33]1[CH:38]=[CH:37][C:36](B(O)O)=[CH:35][CH:34]=1)#[N:32]>O1CCCC1.[Pd].C1(P(C2C=CC=CC=2)C2C=CC=CC=2)C=CC=CC=1.C1(P(C2C=CC=CC=2)C2C=CC=CC=2)C=CC=CC=1.C1(P(C2C=CC=CC=2)C2C=CC=CC=2)C=CC=CC=1.C1(P(C2C=CC=CC=2)C2C=CC=CC=2)C=CC=CC=1>[F:30][C:28]1[CH:29]=[C:2]([C:36]2[CH:37]=[CH:38][C:33]([C:31]#[N:32])=[CH:34][CH:35]=2)[CH:3]=[C:4]([CH2:5][O:6][CH2:7][C:8]2([C:21]3[CH:22]=[CH:23][CH:24]=[CH:25][CH:26]=3)[CH2:9][CH2:10][NH:11][CH2:12][CH2:13]2)[CH:27]=1 |f:3.4.5.6.7|. Procedure details: tert-Butyl 4-((3-bromo-5-fluorobenzyloxy)methyl)-4-phenylpiperidine-1-carboxylate (100.0 mg, 0.21 mmol), 4-cyanophenylboronic acid (93 mg, 0.63 mmol), and tetrakis(triphenylphosphine) palladium(0) (33 mg, 0.02 mmol) were combined in dry tetrahydrofuran (3 mL) in a microwave tube and sealed. After flushing with nitrogen, 0.7 mL of a 1 N potassium hydroxide aqueous solution was introduced. The mixture was heated at 120° C. for 1 h via microwave. After cooling to room temperature, the reaction mixt...